describe an organic reaction: reactants, conditions, products, and yield From a dataset of the Open Reaction Database (ORD), a public repository of structured organic reaction records. The reactants are [Br-], ClCCl, COc1ccc(NN)cc1, CCCC[N+](CCCC)(CCCC)CCCC, CC(C)NC(C)C, ClCc1ccc(Cl)cc1, Cl. Yields the product COc1ccc(N(N)Cc2ccc(Cl)cc2)cc1. Reaction SMILES: [Br-:31].[CH2:28]([Cl:29])[Cl:30].[CH3:2][O:3][c:4]1[cH:5][cH:6][c:7]([NH:10][NH2:11])[cH:8][cH:9]1.[CH3:32][CH2:33][CH2:34][CH2:35][N+:36]([CH2:37][CH2:38][CH2:39][CH3:40])([CH2:41][CH2:42][CH2:43][CH3:44])[CH2:45][CH2:46][CH2:47][CH3:48].[CH:12]([NH:13][CH:14]([CH3:15])[CH3:16])([CH3:17])[CH3:18].[Cl:19][c:20]1[cH:21][cH:22][c:23]([CH2:24][Cl:25])[cH:26][cH:27]1.[ClH:1]>>[CH3:2][O:3][c:4]1[cH:5][cH:6][c:7]([N:10]([NH2:11])[CH2:24][c:23]2[cH:22][cH:21][c:20]([Cl:19])[cH:27][cH:26]2)[cH:8][cH:9]1. Product: BrC1=CC=C(C=C1)[C@@H](C\C(=N/O)\C1=CC(=NC=C1)CO)C1=C(C=C(C=C1)Cl)C ((R,E)-3-(4-Bromophenyl)-3-(4-chloro-2-methylphenyl)-1-(2-(hydroxymethyl)pyridin-4-yl)propan-1-one oxime). Procedure details: In analogy to example 132, step 6, from (R)-3-(4-bromophenyl)-3-(4-chloro-2-methyl-phenyl)-1-(2-(hydroxymethyl)pyridin-4-yl)propan-1-one (example 282, step 1) and hydroxyl-amine hydrochloride in the presence of sodium hydrogencarbonate was prepared the title compound as a white foam, MS (ESI+): m/z=459.2 ([M+H]+). As a reaction SMILES: [Br:1][C:2]1[CH:7]=[CH:6][C:5]([C@H:8]([C:20]2[CH:25]=[CH:24][C:23]([Cl:26])=[CH:22][C:21]=2[CH3:27])[CH2:9][C:10]([C:12]2[CH:17]=[CH:16][N:15]=[C:14]([CH2:18][OH:19])[CH:13]=2)=O)=[CH:4][CH:3]=1.Cl.[OH:29][NH2:30].C(=O)([O-])O.[Na+]>>[Br:1][C:2]1[CH:7]=[CH:6][C:5]([C@H:8]([C:20]2[CH:25]=[CH:24][C:23]([Cl:26])=[CH:22][C:21]=2[CH3:27])[CH2:9]/[C:10](/[C:12]2[CH:17]=[CH:16][N:15]=[C:14]([CH2:18][OH:19])[CH:13]=2)=[N:30]\[OH:29])=[CH:4][CH:3]=1 |f:1.2,3.4|. Reactants: BrC1=CC=C(C=C1)[C@@H](CC(=O)C1=CC(=NC=C1)CO)C1=C(C=C(C=C1)Cl)C ((R)-3-(4-bromophenyl)-3-(4-chloro-2-methyl-phenyl)-1-(2-(hydroxymethyl)pyridin-4-yl)propan-1-one), Cl.ON (hydroxyl-amine hydrochloride), C(O)([O-])=O.[Na+] (sodium hydrogencarbonate). Starting materials: NaOAc trihydrate, NC1=NC=C(N1)C1C2=C(C(NCC1)=O)NC(=C2Cl)Cl (4-(2-amino-3H-imidazol-4-yl)-2,3-dichloro-4,5,6,7-tetrahydro-1H-pyrrolo[2,3-c]azepin-8-one), CC(=O)O (AcOH), BrBr (Br2), CC(=O)O (AcOH). Reaction conditions: time 30 minute. Product: NC1=NC(C(N1)=C1C2=C(C(NCC1)=O)NC(=C2Cl)Cl)=O (4-(2-amino-5-oxo-3,5-dihydro-imidazol-4-ylidene)-2,3-dichloro-4,5,6,7-tetrahydro-1H-pyrrolo[2,3-c]azepin-8-one). As a reaction SMILES: [NH2:1][C:2]1[NH:6][C:5]([CH:7]2[CH2:13][CH2:12][NH:11][C:10](=[O:14])[C:9]3[NH:15][C:16]([Cl:19])=[C:17]([Cl:18])[C:8]2=3)=[CH:4][N:3]=1.BrBr.CC(O)=[O:24]>>[NH2:1][C:2]1[NH:6][C:5](=[C:7]2[CH2:13][CH2:12][NH:11][C:10](=[O:14])[C:9]3[NH:15][C:16]([Cl:19])=[C:17]([Cl:18])[C:8]2=3)[C:4](=[O:24])[N:3]=1. Procedure details: To a solution of 4-(2-amino-3H-imidazol-4-yl)-2,3-dichloro-4,5,6,7-tetrahydro-1H-pyrrolo[2,3-c]azepin-8-one, prepared as in reference 2, (38 mg, 0.13 mmol) in AcOH (3 mL) is added NaOAc trihydrate (86 mg, 0.63 mmol). A solution of Br2 (40 mg, 0.25 mmol) in AcOH (1 mL) is added drop-wise, the mixture is stirred for an additional 30 minutes and concentrated. The residue is purified by HPLC (C18 column, eluted with CH3CN—H2O containing 0.05% TFA) to give 4-(2-amino-5-oxo-3,5-dihydro-imidazol-4-ylid... Starting materials: C(C)[Zn]CC (diethylzinc), solution, C(=O)=O.CC(=O)C (dry ice acetone), COC1=CC=C2CCC(C2=C1)=C1C(OC(OC1=O)(C)C)=O (5-(6-Methoxy-indan-1-ylidene)-2,2-dimethyl-[1,3]dioxane-4,6-dione), N#N (N2), N#N (N2). The reagents and catalysts are FC(S(=O)(=O)[O-])(F)F.[Cu+2].FC(S(=O)(=O)[O-])(F)F (copper(II) trifluoromethanesulfonate). Solvent: hexanes, COCCOC (DME), COCCOC (DME). Conditions: time 2 day. The product is C(C)C1(CCC2=CC=C(C=C12)OC)C1C(OC(OC1=O)(C)C)=O (5-(1-Ethyl-6-methoxy-2,3-dihydro-1H-inden-1-yl)-2,2-dimethyl-1,3-dioxane-4,6-dione). Yield: 40.0%. RXN SMILES: C(=O)=O.[CH3:4][C:5](C)=O.N#N.C([Zn]CC)C.[CH3:15][O:16][C:17]1[CH:25]=[C:24]2[C:20]([CH2:21][CH2:22][C:23]2=[C:26]2[C:31](=[O:32])[O:30][C:29]([CH3:34])([CH3:33])[O:28][C:27]2=[O:35])=[CH:19][CH:18]=1>COCCOC.FC(F)(F)S([O-])(=O)=O.[Cu+2].FC(F)(F)S([O-])(=O)=O>[CH2:4]([C:23]1([CH:26]2[C:27](=[O:35])[O:28][C:29]([CH3:33])([CH3:34])[O:30][C:31]2=[O:32])[C:24]2[C:20](=[CH:19][CH:18]=[C:17]([O:16][CH3:15])[CH:25]=2)[CH2:21][CH2:22]1)[CH3:5] |f:0.1,6.7.8|. Reported procedure: A 200 mL round bottom flask was charged with copper(II) trifluoromethanesulfonate (0.087 g, 0.24 mmol) and DME (12 mL), cooled to −40° C. (dry ice/acetone), and subjected to 3 cycles of evacuation/back-filling with N2. To the cold solution were added diethylzinc (1.0 M solution in hexanes, commercially available from Aldrich) (12 mL, 12 mmol) and a solution of 18.1 (0.694 g, 2.4 mmol) in DME (12 mL) slowly under N2. The mixture was warmed to room temperature and stirred for 2 days. The reaction ...